Dataset: the Open Reaction Database (ORD), a public repository of structured organic reaction records. Task: describe an organic reaction: reactants, conditions, products, and yield Starting materials: BrC=1C=C(C=NC1Cl)OC[C@H]1N(CCC1)C(=O)OC(C)(C)C (5-bromo-6-chloro-3-(1-BOC-2-(S)-pyrrolidinylmethoxy)pyridine), 3-pyridinyltributyltin. Reagents/catalysts: C=1C=CC(=CC1)[P](C=2C=CC=CC2)(C=3C=CC=CC3)[Pd]([P](C=4C=CC=CC4)(C=5C=CC=CC5)C=6C=CC=CC6)([P](C=7C=CC=CC7)(C=8C=CC=CC8)C=9C=CC=CC9)[P](C=1C=CC=CC1)(C=1C=CC=CC1)C=1C=CC=CC1 (tetrakis(triphenylphosphine)palladium(0)). Run in C1(=CC=CC=C1)C (toluene). The product is N1=CC(=CC=C1)C=1C=C(C=NC1Cl)OC[C@H]1N(CCC1)C(=O)OC(C)(C)C (5-(3-Pyridinyl)-6-chloro-3-(1-BOC-2-(S)-pyrrolidinylmethoxy)pyridine). The yield is 171.5%. RXN SMILES: Br[C:2]1[CH:3]=[C:4]([O:9][CH2:10][C@@H:11]2[CH2:15][CH2:14][CH2:13][N:12]2[C:16]([O:18][C:19]([CH3:22])([CH3:21])[CH3:20])=[O:17])[CH:5]=[N:6][C:7]=1[Cl:8]>C1(C)C=CC=CC=1.C1C=CC([P]([Pd]([P](C2C=CC=CC=2)(C2C=CC=CC=2)C2C=CC=CC=2)([P](C2C=CC=CC=2)(C2C=CC=CC=2)C2C=CC=CC=2)[P](C2C=CC=CC=2)(C2C=CC=CC=2)C2C=CC=CC=2)(C2C=CC=CC=2)C2C=CC=CC=2)=CC=1>[N:6]1[CH:7]=[CH:2][CH:3]=[C:4]([C:2]2[CH:3]=[C:4]([O:9][CH2:10][C@@H:11]3[CH2:15][CH2:14][CH2:13][N:12]3[C:16]([O:18][C:19]([CH3:22])([CH3:21])[CH3:20])=[O:17])[CH:5]=[N:6][C:7]=2[Cl:8])[CH:5]=1 |^1:33,35,54,73|. Reported procedure: To a solution of 5-bromo-6-chloro-3-(1-BOC-2-(S)-pyrrolidinylmethoxy)pyridine (from Example 23a, 500 mg, 1.28 mmol) in toluene (10.0 mL) was added 3-pyridinyltributyltin (564 mg, 1.5 mmol) and tetrakis(triphenylphosphine)palladium(0) (45 mg, 0.039 mmol). After being refluxed overnight, the resulting mixture was cooled to room temperature. Solvent was removed and the residue was chromatographed on a silica gel column, eluting with hexane/EtOAc 2:1 and 1:1 to afford an oil (428 mg, 86%). MS (CI/NH... Starting materials: CCOC(=O)C (EtOAc), FC=1C(=NC=CC1)[C@@H](N[S@@](=O)C(C)(C)C)C1=CC=C(C=C1)C(F)(F)F ((S)—N—((S)-(3-fluoropyridin-2-yl)(4-(trifluoromethyl)phenyl)methyl)-2-methylpropane-2-sulfinamide), CCO (EtOH), Cl (HCl). The solvent is C(Cl)Cl (DCM), O1CCOCC1 (1,4-dioxane). Reaction conditions: temperature 0 celsius, time 2 hour. Yields the product Cl.FC=1C(=NC=CC1)[C@@H](N)C1=CC=C(C=C1)C(F)(F)F ((S)-(3-fluoropyridin-2-yl)(4-(trifluoromethyl)phenyl) methanamine hydrochloride). As a reaction SMILES: [F:1][C:2]1[C:3]([C@H:8]([C:16]2[CH:21]=[CH:20][C:19]([C:22]([F:25])([F:24])[F:23])=[CH:18][CH:17]=2)[NH:9][S@](C(C)(C)C)=O)=[N:4][CH:5]=[CH:6][CH:7]=1.CCO.[ClH:29].CCOC(C)=O>C(Cl)Cl.O1CCOCC1>[ClH:29].[F:1][C:2]1[C:3]([C@H:8]([C:16]2[CH:21]=[CH:20][C:19]([C:22]([F:24])([F:25])[F:23])=[CH:18][CH:17]=2)[NH2:9])=[N:4][CH:5]=[CH:6][CH:7]=1 |f:6.7|. Procedure details: To a cooled (0° C.) stirring solution of (S)—N—((S)-(3-fluoropyridin-2-yl)(4-(trifluoromethyl)phenyl)methyl)-2-methylpropane-2-sulfinamide (108 g, 288.8 mmol) in DCM:EtOH (1:1,1080 mL), was added saturated HCl in 1,4-dioxane (216 mL). Stirring was continued for 2 h at 0° C. The progress of reaction was monitored by TLC (100% EtOAc). After completion of the reaction, the reaction mixture was concentrated and triturated with Et2O to give a white solid which was filtered and dried to give (S)-(3-fl... The reactants are BrC1C(CCC1=O)C#N (2-bromo-3-oxocyclopentanecarbonitrile), NC(=S)N (thiourea). Solvent: O1CCOCC1 (dioxane). Reaction conditions: temperature 80 celsius, time 1 hour. Yields the product NC=1SC2=C(N1)CCC2C#N (2-Amino-5,6-dihydro-4H-cyclopenta[d]thiazole-6-carbonitrile). As a reaction SMILES: Br[CH:2]1[C:6](=O)[CH2:5][CH2:4][CH:3]1[C:8]#[N:9].[NH2:10][C:11]([NH2:13])=[S:12]>O1CCOCC1>[NH2:13][C:11]1[S:12][C:2]2[CH:3]([C:8]#[N:9])[CH2:4][CH2:5][C:6]=2[N:10]=1. Procedure details: A mixture of 2-bromo-3-oxocyclopentanecarbonitrile (crude from A.1.7.1.; ca. 13 g) and thiourea (13.77 g, 181 mmol) in dioxane (600 mL) was stirred at 80° C. for 1 h. The mixture was allowed to cool to RT, quenched with aq. sat. NaHCO3 and extracted with EtOAc. The comb. org. layers were washed with brine, dried over MgSO4, and conc. in vacuo. Purification by means of CC (2-20% MeOH (0.5% Et3N)/DCM) provided a brown solid. The reactants are ClC1=NC=CC(=C1)C1=NC(=CC(=N1)C1=CC(=C(C=C1)C(F)(F)F)C)C(F)(F)F (2-(2-chloro-pyridin-4-yl)-4-(3-methyl-4-trifluoromethyl-phenyl)-6-trifluoromethyl-pyrimidine), NC1=NC=C(C=C1)B1OC(C(O1)(C)C)(C)C (2-amino-5-(4,4,5,5-tetramethyl-1,3,2-dioxaborolan-2-yl)pyridine). The product is CC=1C=C(C=CC1C(F)(F)F)C1=NC(=NC(=C1)C(F)(F)F)C1=CC(=NC=C1)C=1C=NC(=CC1)N (4-[4-(3-Methyl-4-trifluoromethyl-phenyl)-6-trifluoromethyl-pyrimidin-2-yl]-[2,3′]bipyridinyl-6′-ylamine), solid. Yield: 84.0%. As a reaction SMILES: Cl[C:2]1[CH:7]=[C:6]([C:8]2[N:13]=[C:12]([C:14]3[CH:19]=[CH:18][C:17]([C:20]([F:23])([F:22])[F:21])=[C:16]([CH3:24])[CH:15]=3)[CH:11]=[C:10]([C:25]([F:28])([F:27])[F:26])[N:9]=2)[CH:5]=[CH:4][N:3]=1.[NH2:29][C:30]1[CH:35]=[CH:34][C:33](B2OC(C)(C)C(C)(C)O2)=[CH:32][N:31]=1>>[CH3:24][C:16]1[CH:15]=[C:14]([C:12]2[CH:11]=[C:10]([C:25]([F:28])([F:27])[F:26])[N:9]=[C:8]([C:6]3[CH:5]=[CH:4][N:3]=[C:2]([C:33]4[CH:32]=[N:31][C:30]([NH2:29])=[CH:35][CH:34]=4)[CH:7]=3)[N:13]=2)[CH:19]=[CH:18][C:17]=1[C:20]([F:23])([F:22])[F:21]. Procedure details: The title compound was prepared from 2-(2-chloro-pyridin-4-yl)-4-(3-methyl-4-trifluoromethyl-phenyl)-6-trifluoromethyl-pyrimidine (example E.50) (0.15 g, 0.36 mmol) and commercially available 2-amino-5-(4,4,5,5-tetramethyl-1,3,2-dioxaborolan-2-yl)pyridine (0.103 g, 0.47 mmol) according to the general procedure VI. Obtained as a light yellow solid (0.144 g, 84%). MS (ISP) 476.0 [(M+H)+]; mp 223° C. RXN SMILES: [CH3:19][O:20][C:21]([CH:22]([NH2:23])[CH2:24][c:25]1[cH:26][nH:27][c:28]2[cH:29][cH:30][cH:31][cH:32][c:33]12)=[O:34].[CH3:35][OH:36].[Cl:37][CH:38]([Cl:39])[Cl:40].[ClH:18].[F:1][c:2]1[cH:3][c:4]([CH2:9][C:10](=[O:11])[NH:12][CH:13]([CH3:14])[C:15](=[O:16])[OH:17])[cH:5][c:6]([F:8])[cH:7]1>>[F:1][c:2]1[cH:3][c:4]([CH2:9][C:10](=[O:11])[NH:12][CH:13]([CH3:14])[C:15](=[O:17])[NH:23][CH:22]([C:21]([O:20][CH3:19])=[O:34])[CH2:24][c:25]2[cH:26][nH:27][c:28]3[cH:29][cH:30][cH:31][cH:32][c:33]23)[cH:5][c:6]([F:8])[cH:7]1. The product is COC(=O)C(Cc1c[nH]c2ccccc12)NC(=O)C(C)NC(=O)Cc1cc(F)cc(F)c1. Starting materials: COC(=O)C(N)Cc1c[nH]c2ccccc12, CO, ClC(Cl)Cl, Cl, CC(NC(=O)Cc1cc(F)cc(F)c1)C(=O)O. Starting materials: O(CCCCCCCC)C(C)(C)C. Reagents/catalysts: N=1C=CC=C2C=CC=3C=CC(=NC3C12)C, O1B(OC(C)(C)C1(C)C)B2OC(C)(C)C(O2)(C)C, C[OH2+].C[OH2+].C1CC=CCCC=C1.C1CC=CCCC=C1.[Ir].[Ir]. The solvent is C1CCCCCCC1. Reaction conditions: temperature 100 celsius, time 20 hour. The product is O1B(OC(C)(C)C1(C)C)CCCCCCCCOC(C)(C)C. Yield: 51.0%.